Dataset: the Open Reaction Database (ORD), a public repository of structured organic reaction records. Task: describe an organic reaction: reactants, conditions, products, and yield Starting materials: aqueous solution, C(C=C)[Si](CCCCC)(C1=CC=CC=C1)CC=C (diallylphenyl-n-pentylsilane), [OH-].[Na+] (sodium hydroxide), [BH4-].[Na+] (sodium borohydride), aqueous solution, OO (hydrogen peroxide). The solvent is O1CCCC1 (tetrahydrofuran). Conditions: time 4 hour. Product: OCCC[Si](CCCCC)(C1=CC=CC=C1)CCCO (di(3-hydroxypropyl)phenyl-n-pentylsilane). Reaction SMILES: [CH2:1]([Si:4]([CH2:16][CH:17]=[CH2:18])([C:10]1[CH:15]=[CH:14][CH:13]=[CH:12][CH:11]=1)[CH2:5][CH2:6][CH2:7][CH2:8][CH3:9])[CH:2]=[CH2:3].[BH4-].[Na+].[OH-:21].[Na+].[OH:23]O>O1CCCC1>[OH:21][CH2:3][CH2:2][CH2:1][Si:4]([CH2:16][CH2:17][CH2:18][OH:23])([C:10]1[CH:11]=[CH:12][CH:13]=[CH:14][CH:15]=1)[CH2:5][CH2:6][CH2:7][CH2:8][CH3:9] |f:1.2,3.4|. Reported procedure: 50 g of boron trifluoride ether complex was dripped into a mixed solution of 100 g of diallylphenyl-n-pentylsilane, 9.6 g of sodium borohydride and 500 g of tetrahydrofuran. After the reaction mixture was stirred for 4 hours at room temperature, a 300 ml aqueous solution of 20% sodium hydroxide and then a 100 ml aqueous solution of 30% hydrogen peroxide were dripped into the mixture. After an overnight stirring were dripped into the mixture. After an overnight stirring at room temperature, extra... Starting materials: C1(=CC=CC=C1)S(=O)(=O)N1C(=CC2=CC(=CC=C12)SC)C1=CC=CC=C1 (1-benzenesulfonyl-5-methylsulfanyl-2-phenylindole), C([O-])([O-])=O.[Cs+].[Cs+] (cesium carbonate). Run in O1C(CCC1)CO (tetrahydrofuran-methanol). Run at temperature 50 celsius, time 26 hour. The product is CSC=1C=C2C=C(NC2=CC1)C1=CC=CC=C1 (5-Methylsulfanyl-2-phenylindole). Yield: 89.5%. As a reaction SMILES: C1(S([N:10]2[C:18]3[C:13](=[CH:14][C:15]([S:19][CH3:20])=[CH:16][CH:17]=3)[CH:12]=[C:11]2[C:21]2[CH:26]=[CH:25][CH:24]=[CH:23][CH:22]=2)(=O)=O)C=CC=CC=1.C(=O)([O-])[O-].[Cs+].[Cs+]>O1CCCC1CO>[CH3:20][S:19][C:15]1[CH:14]=[C:13]2[C:18](=[CH:17][CH:16]=1)[NH:10][C:11]([C:21]1[CH:22]=[CH:23][CH:24]=[CH:25][CH:26]=1)=[CH:12]2 |f:1.2.3|. Procedure: To a solution of 1-benzenesulfonyl-5-methylsulfanyl-2-phenylindole (264 mg) in tetrahydrofuran-methanol (2/1, 6.9 mL) was added cesium carbonate (680 mg) at room temperature, and the mixture was stirred at 50° C. for 26 hours. The reaction mixture was allowed to cool to ambient temperature and concentrated under reduced pressure. 1 mol/L Hydrochloric acid was added to the residue and this resulting mixture was extracted with ethyl acetate. The organic layer was washed successively with a saturat...